Dataset: the Open Reaction Database (ORD), a public repository of structured organic reaction records. Task: describe an organic reaction: reactants, conditions, products, and yield As a reaction SMILES: [CH2:28]([c:29]1[cH:30][cH:31][cH:32][cH:33][cH:34]1)[O:35][C:36](=[O:37])[NH:38][CH2:39][CH2:40][CH2:41][CH2:42][C:43]([C:44](=[O:45])[O:46][CH2:47][CH3:48])=[CH2:49].[CH3:19][SiH:20]([CH3:21])[N:22]([CH3:23])[Si:24]([CH3:25])([CH3:26])[CH3:27].[CH3:1][CH:2]([CH:3]([NH:4][C:5]([CH2:6][CH2:7][c:8]1[cH:9][cH:10][cH:11][cH:12][cH:13]1)=[O:14])[PH:15]([OH:16])=[O:17])[CH3:18]>>[CH3:1][CH:2]([CH:3]([NH:4][C:5]([CH2:6][CH2:7][c:8]1[cH:9][cH:10][cH:11][cH:12][cH:13]1)=[O:14])[P:15]([OH:16])(=[O:17])[CH2:49][CH:43]([CH2:42][CH2:41][CH2:40][CH2:39][NH:38][C:36]([O:35][CH2:28][c:29]1[cH:30][cH:31][cH:32][cH:33][cH:34]1)=[O:37])[C:44](=[O:45])[O:46][CH2:47][CH3:48])[CH3:18]. The product is CCOC(=O)C(CCCCNC(=O)OCc1ccccc1)CP(=O)(O)C(NC(=O)CCc1ccccc1)C(C)C. Starting materials: C=C(CCCCNC(=O)OCc1ccccc1)C(=O)OCC, CN([SiH](C)C)[Si](C)(C)C, CC(C)C(NC(=O)CCc1ccccc1)[PH](=O)O. Starting materials: COC(NC1CC(CCC1)N1C(C=2C(C=3C(=CC=CC13)Cl)=NOC2C)=O)=O ([3-(9-chloro-3-methyl-4-oxo-5H-isoxazolo[4,3-c]quinolin-5-yl)cyclohexyl]carbamic acid methyl ester), C[Si](C)(C)I (trimethylsilyliodide), CO (methanol). Solvent: ClCCl (dichloromethane). Conditions: time 8 hour. The product is I.NC1CC(CCC1)N1C(C=2C(C=3C(=CC=CC13)Cl)=NOC2C)=O (5-(3-Aminocyclohexyl)-9-chloro-3-methyl-5H-isoxazolo[4,3-c]quinolin-4-one Hydroiodide). RXN SMILES: COC(=O)[NH:4][CH:5]1[CH2:10][CH2:9][CH2:8][CH:7]([N:11]2[C:20]3[CH:19]=[CH:18][CH:17]=[C:16]([Cl:21])[C:15]=3[C:14]3=[N:22][O:23][C:24]([CH3:25])=[C:13]3[C:12]2=[O:26])[CH2:6]1.C[Si]([I:32])(C)C.CO>ClCCl>[IH:32].[NH2:4][CH:5]1[CH2:10][CH2:9][CH2:8][CH:7]([N:11]2[C:20]3[CH:19]=[CH:18][CH:17]=[C:16]([Cl:21])[C:15]=3[C:14]3=[N:22][O:23][C:24]([CH3:25])=[C:13]3[C:12]2=[O:26])[CH2:6]1 |f:4.5|. Procedure details: To a solution of [3-(9-chloro-3-methyl-4-oxo-5H-isoxazolo[4,3-c]quinolin-5-yl)cyclohexyl]carbamic acid methyl ester, 2.0 g (5.1 mmol) in 50 mL of dichloromethane was added 1.74 mL (12.2 mmol) of trimethylsilyliodide. The reaction mixture was stirred overnight at ambient temperature and was quenched dropwise with 3.0 mL (73.4 mmol) of methanol. The mixture was stirred 30 minutes at ambient temperature and was concentrated to dryness. The residue was triturated with ether, filtered and dried to pr... Reactants: C(=O)(OCC)OC([C@@H]1[C@H](C[C@@H](O1)N1C(=O)NC(=O)C(C)=C1)O[Si](C)(C)C(C)(C)C)C=C (5'-O-carbethoxy-5'-vinyl-3'-O-t-butyldimethylsilyl thymidine), C(C1=CC=CC=C1)(=O)Cl (benzoyl chloride), C(C)(C)N(CC)C(C)C (diisopropyl-ethylamine). The solvent is N1=CC=CC=C1 (pyridine), C(C)(=O)OCC (ethyl acetate). Run at time 15 hour. Yields the product C(=O)(OCC)OC([C@@H]1[C@H](C[C@@H](O1)N1C(=O)N(C(=O)C(C)=C1)C(C1=CC=CC=C1)=O)O[Si](C)(C)C(C)(C)C)C=C (5'-O-Carbethoxy-5'-vinyl-3'-O-t-butyldimethylsilyl N-benzoyl-thymidine). As a reaction SMILES: [C:1]([O:6][CH:7]([CH:30]=[CH2:31])[C@H:8]1[O:12][C@@H:11]([N:13]2[CH:21]=[C:19]([CH3:20])[C:17](=[O:18])[NH:16][C:14]2=[O:15])[CH2:10][C@@H:9]1[O:22][Si:23]([C:26]([CH3:29])([CH3:28])[CH3:27])([CH3:25])[CH3:24])([O:3][CH2:4][CH3:5])=[O:2].[C:32](Cl)(=[O:39])[C:33]1[CH:38]=[CH:37][CH:36]=[CH:35][CH:34]=1.C(N(C(C)C)CC)(C)C>N1C=CC=CC=1.C(OCC)(=O)C>[C:1]([O:6][CH:7]([CH:30]=[CH2:31])[C@H:8]1[O:12][C@@H:11]([N:13]2[CH:21]=[C:19]([CH3:20])[C:17](=[O:18])[N:16]([C:32](=[O:39])[C:33]3[CH:38]=[CH:37][CH:36]=[CH:35][CH:34]=3)[C:14]2=[O:15])[CH2:10][C@@H:9]1[O:22][Si:23]([C:26]([CH3:29])([CH3:28])[CH3:27])([CH3:24])[CH3:25])([O:3][CH2:4][CH3:5])=[O:2]. Procedure: To a solution of 5'-O-carbethoxy-5'-vinyl-3'-O-t-butyldimethylsilyl thymidine (1.7 g) in 20 ml of pyridine was added benzoyl chloride (2.5 eq.) and diisopropyl-ethylamine (95.0 eq.) and the resulting mixture was stirred for 15 hours. The reaction mixture was diluted with ethyl acetate, washed with aqueous sodium bicarbonate followed by brine, and the organic layer was then dried over sodium sulfate. The title compound was purified by flash chromatography using 20% ethyl acetate/hexane. The reactants are C1CCOC1, COc1ccc2c(c1)CCCC2=O, CC(C)NC(C)C, [Li], Cc1ccc(S(=O)(=O)Cl)cc1. Yields the product COc1ccc2c(c1)CCC(Cl)C2=O. RXN SMILES: [CH2:33]1[O:34][CH2:35][CH2:36][CH2:37]1.[CH3:1][O:2][c:3]1[cH:4][c:5]2[c:10]([cH:11][cH:12]1)[C:9](=[O:13])[CH2:8][CH2:7][CH2:6]2.[CH:14]([NH:15][CH:16]([CH3:17])[CH3:18])([CH3:19])[CH3:20].[Li:21].[c:22]1([CH3:23])[cH:24][cH:25][c:26]([S:27](=[O:28])(=[O:29])[Cl:31])[cH:30][cH:32]1>>[CH3:1][O:2][c:3]1[cH:4][c:5]2[c:10]([cH:11][cH:12]1)[C:9](=[O:13])[CH:8]([Cl:31])[CH2:7][CH2:6]2. Reactants: C=1C(=CC=C(C1)Cl)/C=N/NC(=N)N/N=C/C2=CC=C(C=C2)Cl.Cl (Robenidine HCl), polyoxy ethylene triglyceride, solution, polyethylene glycol, C(C(C)O)O (propylene glycol). Yields the product C=1C(=CC=C(C1)Cl)/C=N/NC(=N)N/N=C/C2=CC=C(C=C2)Cl (Robenidine). RXN SMILES: [CH:1]1[C:2](/[CH:8]=[N:9]/[NH:10][C:11]([NH:13]/[N:14]=[CH:15]/[C:16]2[CH:21]=[CH:20][C:19]([Cl:22])=[CH:18][CH:17]=2)=[NH:12])=[CH:3][CH:4]=[C:5]([Cl:7])[CH:6]=1.Cl.C(O)C(O)C>>[CH:17]1[C:16](/[CH:15]=[N:14]/[NH:13][C:11]([NH:10]/[N:9]=[CH:8]/[C:2]2[CH:3]=[CH:4][C:5]([Cl:7])=[CH:6][CH:1]=2)=[NH:12])=[CH:21][CH:20]=[C:19]([Cl:22])[CH:18]=1 |f:0.1|. Procedure: 500 mg of finely pulverized Robenidine HCl was introduced to a previously melted 10 g of polyoxy ethylene triglyceride (Arlatone 289 - Atlas Corp.) The mixture was heated and stirred at 60°-80° until a fine paste was obtained. 66.6 ml of a solution prepared from 75 ml of polyethylene glycol (Carbowax 300) and 25 ml of propylene glycol was added and the mixture was stirred and heated at 60°-80° until a clear solution was obtained. After cooling to room temperature the solution was filtered. The s... Reactants: C1=CC=NC=2OC3(C=4N(C21)C=CC4)CCN(CC3)C(=O)OCC3=CC=CC=C3 (benzyl spiro[piperidine-4,6′-pyrido[2,3-b]pyrrolo[1,2-d][1,4]oxazine]-1-carboxylate), CC(=O)O (AcOH). Reagents/catalysts: [Pd] (Pd/C). The solvent is CO (MeOH). Yields the product C1=CC=NC=2OC3(C=4N(C21)C=CC4)CCNCC3 (spiro[piperidine-4,6′-pyrido[2,3-b]pyrrolo[1,2-d][1,4]oxazine]). Reaction SMILES: [CH:1]1[C:10]2[N:9]3[CH:11]=[CH:12][CH:13]=[C:8]3[C:7]3([CH2:18][CH2:17][N:16](C(OCC4C=CC=CC=4)=O)[CH2:15][CH2:14]3)[O:6][C:5]=2[N:4]=[CH:3][CH:2]=1.CC(O)=O>CO.[Pd]>[CH:1]1[C:10]2[N:9]3[CH:11]=[CH:12][CH:13]=[C:8]3[C:7]3([CH2:18][CH2:17][NH:16][CH2:15][CH2:14]3)[O:6][C:5]=2[N:4]=[CH:3][CH:2]=1. Procedure: A solution of benzyl spiro[piperidine-4,6′-pyrido[2,3-b]pyrrolo[1,2-d][1,4]oxazine]-1-carboxylate (220 mg, 0.586 mmol), AcOH (33 μL, 0.59 mmol) and Pd/C (22 mg, 0.21 mmol) in MeOH (2 mL) was stirred under a balloon on H2 for 6 hours. The mixture was filtered through celite and the fitrate was evaporated to give spiro[piperidine-4,6′-pyrido[2,3-b]pyrrolo[1,2-d][1,4]oxazine] (ESI-MS m/z calc. 241.1. found 242.5 (M+1)+; Retention time: 0.46 minutes (3 min run)). The residue was then taken up in THF... The reactants are C(C1=CC=CC=C1)N1C2CC(CC1CC2)N (8-benzyl-8-azabicyclo[3.2.1]octan-3-amine), CCN(C(C)C)C(C)C (Hunig's base), FC1=C(C=CC=C1)[N+](=O)[O-] (1-fluoro-2-nitrobenzene). Solvent: CCOC(=O)C (EtOAc), CN1CCCC1=O (NMP). Reaction conditions: time 3 hour. Yields the product C(C1=CC=CC=C1)N1C2CC(CC1CC2)NC2=C(C=CC=C2)[N+](=O)[O-] (8-Benzyl-N-(2-nitrophenyl)-8-azabicyclo[3.2.1]octan-3-amine). The yield is 31.1%. As a reaction SMILES: [CH2:1]([N:8]1[CH:13]2[CH2:14][CH2:15][CH:9]1[CH2:10][CH:11]([NH2:16])[CH2:12]2)[C:2]1[CH:7]=[CH:6][CH:5]=[CH:4][CH:3]=1.CCN(C(C)C)C(C)C.F[C:27]1[CH:32]=[CH:31][CH:30]=[CH:29][C:28]=1[N+:33]([O-:35])=[O:34]>CN1C(=O)CCC1.CCOC(C)=O>[CH2:1]([N:8]1[CH:9]2[CH2:15][CH2:14][CH:13]1[CH2:12][CH:11]([NH:16][C:27]1[CH:32]=[CH:31][CH:30]=[CH:29][C:28]=1[N+:33]([O-:35])=[O:34])[CH2:10]2)[C:2]1[CH:3]=[CH:4][CH:5]=[CH:6][CH:7]=1. Reported procedure: 5.62 g (27.82 mmol) 8-benzyl-8-azabicyclo[3.2.1]octan-3-amine (u17094-94) and 9.7 ml (55.46 mmoml) of Hunig's base were dissolved in 200 ml NMP. 4.32 g (30.60 mmol) 1-fluoro-2-nitrobenzene was then added and the mixture was stirred at RT for 3 hrs. The reaction mixture was diluted with EtOAc and washed with water and dried over sodium sulfate. The solvent was removed partially under reduced pressure and was left in refrigerator overnight. The solid was filtered off to afford 2.92 g of product as...